This data is from the Open Reaction Database (ORD), a public repository of structured organic reaction records. The task is: describe an organic reaction: reactants, conditions, products, and yield The reactants are CCN(C(C)C)C(C)C (DIPEA), C(C)(C)(C)C1=NC2=C(N1CC1CCC(CC1)(F)F)C=CC(=C2)S(=O)(=O)Cl (2-tert-butyl-1-[(4,4-difluorocyclohexyl)methyl]-1H-benzimidazole-5-sulfonyl chloride), Cl.N1CC(C1)CC(=O)O (azetidin-3-ylacetic acid hydrochloride). Solvent: C(Cl)Cl (CH2Cl2). The product is C(C)(C)(C)C1=NC2=C(N1CC1CCC(CC1)(F)F)C=CC(=C2)S(=O)(=O)N2CC(C2)CC(=O)O ([1-({2-tert-Butyl-1-[(4,4-difluorocyclohexyl)methyl]-1H-benzimidazol-5-yl}sulfonyl)azetidin-3-yl]acetic acid), crude product. The yield is 74.0%. Reaction SMILES: [C:1]([C:5]1[N:9]([CH2:10][CH:11]2[CH2:16][CH2:15][C:14]([F:18])([F:17])[CH2:13][CH2:12]2)[C:8]2[CH:19]=[CH:20][C:21]([S:23](Cl)(=[O:25])=[O:24])=[CH:22][C:7]=2[N:6]=1)([CH3:4])([CH3:3])[CH3:2].Cl.[NH:28]1[CH2:31][CH:30]([CH2:32][C:33]([OH:35])=[O:34])[CH2:29]1.CCN(C(C)C)C(C)C>C(Cl)Cl>[C:1]([C:5]1[N:9]([CH2:10][CH:11]2[CH2:16][CH2:15][C:14]([F:18])([F:17])[CH2:13][CH2:12]2)[C:8]2[CH:19]=[CH:20][C:21]([S:23]([N:28]3[CH2:31][CH:30]([CH2:32][C:33]([OH:35])=[O:34])[CH2:29]3)(=[O:25])=[O:24])=[CH:22][C:7]=2[N:6]=1)([CH3:4])([CH3:3])[CH3:2] |f:1.2|. Procedure: Following the same procedure in Example 1, Step A, using 2-tert-butyl-1-[(4,4-difluorocyclohexyl)methyl]-1H-benzimidazole-5-sulfonyl chloride (1.06 g, 2.6 mmol), azetidin-3-ylacetic acid hydrochloride (1.17 g, 7.8 mmol) and DIPEA (4 mL) in CH2Cl2 (20 mL), provided the title compound as crude product (930 mg, 74% yield), which was used directly in Step A. Reactants: C(C=C)(=O)OCC (ethyl acrylate), [H-].[Na+] (sodium hydride), N1C(=CC2=CC=CC=C12)C(=O)OCC (ethyl indole-2-carboxylate), [H-].[Na+] (sodium hydride), C(C=C)(=O)OCC (Ethyl acrylate). The solvent is C1(=CC=CC=C1)C (toluene). The product is O=C1C(CN2C1=CC=1C=CC=CC21)C(=O)OCC (2,3-dihydro-1-oxo-2-ethoxycarbonyl-1H-pyrrolo[1,2-a]indole). RXN SMILES: [NH:1]1[C:9]2[C:4](=[CH:5][CH:6]=[CH:7][CH:8]=2)[CH:3]=[C:2]1[C:10]([O:12]CC)=O.[H-].[Na+].[C:17]([O:21][CH2:22][CH3:23])(=[O:20])[CH:18]=[CH2:19]>C1(C)C=CC=CC=1>[O:12]=[C:10]1[C:2]2=[CH:3][C:4]3[CH:5]=[CH:6][CH:7]=[CH:8][C:9]=3[N:1]2[CH2:19][CH:18]1[C:17]([O:21][CH2:22][CH3:23])=[O:20] |f:1.2|. Procedure details: A stirred solution of ethyl indole-2-carboxylate (5.67 g, 30 mmol) in 400 ml of toluene under N was treated with sodium hydride (1.44 g, 36 mmol). Ethyl acrylate (3.6 ml, 33 mol) was added and the mixture was heated at reflux. Additional portions of ethyl acrylate (6 mmol) and sodium hydride (16 mmol) were added after 3 hr. After a total time of 6 hr, t.l.c. indicated that all starting material are consumed. The mixture was quenched with ethanol and treated with water, dilute HCl, and methylene ... As a reaction SMILES: CC1=CC=C(N)N=C1.[C-]#[N+]C1CCCCC1.CC1=C(Cl)N=CC(C=O)=C1>>CC1=CN2C(C=C1)=NC(=C2NC1CCCCC1)C1=CC(C)=C(Cl)N=C1. Yields the product Cc1ccc2nc(c3cc(C)c(nc3)[Cl])c(NC3CCCCC3)n2c1. Solvent: CC(C)O (isopropyl alcohol), CC(C)O (isopropylalcohol). Reactants: Cc1cc(C=O)cnc1[Cl], CC1=CN=C(C=C1)N, [C-]#[N+]C1CCCCC1. Run at temperature 22 celsius, time 20 hour. The yield is 11.5%. The reagents and catalysts are O=C(O)C(F)(F)F (trifluoroacetic acid). Reactants: C(C)N(C1=C(C=CC(=C1)OC)[C@H]1CC=2C=CC(=CC2CC1)OC(C(C)(C)C)=O)C(C1=CC=C(C=C1)O)=O (pivalic acid (R)-6-{2-[ethyl(4-hydroxybenzoyl)amino]-4-methoxyphenyl}-5,6,7,8-tetrahydronaphthalen-2-yl ester), BrCC(=O)N1CC(CCC1)(C)C (2-bromo-1-(3,3-dimethylpiperidin-1-yl)ethanone). Yields the product CC1(CN(CCC1)CCOC1=CC=C(CCCNC2=C(C=CC(=C2)OC)[C@H]2CC=3C=CC(=CC3CC2)O)C=C1)C ((R)-6-{2-{{4-[2-(3,3-Dimethylpiperidin-1-yl)ethoxy]benzyl}ethylamino}-4-methoxyphenyl}-5,6,7,8-tetrahydronaphthalen-2-ol). The yield is 92.4%. RXN SMILES: C([N:3](C(=O)C1C=CC(O)=CC=1)[C:4]1[CH:9]=[C:8]([O:10][CH3:11])[CH:7]=[CH:6][C:5]=1[C@@H:12]1[CH2:21][CH2:20][C:19]2[CH:18]=[C:17]([O:22]C(=O)C(C)(C)C)[CH:16]=[CH:15][C:14]=2[CH2:13]1)C.Br[CH2:39][C:40]([N:42]1[CH2:47][CH2:46][CH2:45][C:44]([CH3:49])([CH3:48])[CH2:43]1)=O>>[CH3:48][C:44]1([CH3:49])[CH2:45][CH2:46][CH2:47][N:42]([CH2:40][CH2:39][O:10][C:8]2[CH:9]=[CH:4][C:5]([CH2:12][CH2:13][CH2:14][NH:3][C:4]3[CH:9]=[C:8]([O:10][CH3:11])[CH:7]=[CH:6][C:5]=3[C@@H:12]3[CH2:21][CH2:20][C:19]4[CH:18]=[C:17]([OH:22])[CH:16]=[CH:15][C:14]=4[CH2:13]3)=[CH:6][CH:7]=2)[CH2:43]1. Procedure details: Synthesized from pivalic acid (R)-6-{2-[ethyl(4-hydroxybenzoyl)amino]-4-methoxyphenyl}-5,6,7,8-tetrahydronaphthalen-2-yl ester (20 mg) and 2-bromo-1-(3,3-dimethylpiperidin-1-yl)ethanone (19 mg) according to an analogous synthetic method to Example 404 and purified by LC-MS, the title compound (10 mg) was obtained. The reactants are FC(C=1C=C(C=C(C1)C(F)(F)F)CC(=O)O)(F)F (3,5-bis(trifluoromethyl)-phenylacetic acid), C(=O)(N1C=NC=C1)N1C=NC=C1 (1,1′-carbonyl-diimidazole), CN(C=O)C (N,N-dimethylformamide), CNC=1C(=NC=CC1)C1=CC=C(C(=C1)N1CCOCC1)C (methyl-(6-morpholin-4-yl-4-tolyl-pyridin-3-yl)-amine). Reaction conditions: time 30 minute. Product: FC(C=1C=C(C=C(C1)C(F)(F)F)CC(=O)N(C=1C=NC(=CC1C1=C(C=CC=C1)C)N1CCOCC1)C)(F)F (2-(3,5-Bis-trifluoromethyl-phenyl)-N-methyl-N-(6-morpholin-4-yl-4-o-tolyl-pyridin-3-yl)-acetamide). Yield: 94.0%. RXN SMILES: [F:1][C:2]([F:18])([F:17])[C:3]1[CH:4]=[C:5]([CH2:13][C:14](O)=[O:15])[CH:6]=[C:7]([C:9]([F:12])([F:11])[F:10])[CH:8]=1.C(N1[CH:30]=[CH:29]N=C1)(N1C=CN=C1)=O.C[NH:32][C:33]1[C:34]([C:39]2[CH:44]=[C:43]([N:45]3[CH2:50][CH2:49][O:48][CH2:47][CH2:46]3)[C:42]([CH3:51])=[CH:41][CH:40]=2)=[N:35][CH:36]=CC=1.[CH3:52]N(C)C=O>>[F:10][C:9]([F:12])([F:11])[C:7]1[CH:6]=[C:5]([CH2:13][C:14]([N:35]([CH3:36])[C:34]2[CH:33]=[N:32][C:43]([N:45]3[CH2:46][CH2:47][O:48][CH2:49][CH2:50]3)=[CH:44][C:39]=2[C:40]2[CH:41]=[CH:42][CH:51]=[CH:52][C:29]=2[CH3:30])=[O:15])[CH:4]=[C:3]([C:2]([F:18])([F:1])[F:17])[CH:8]=1. Reported procedure: To a solution of 300 mg (1.1 mmol) 3,5-bis(trifluoromethyl)-phenylacetic acid in 7 ml N,N-dimethylformamide were added 185 mg (1.14 mmol) 1,1′-carbonyl-diimidazole and the solution was stirred for 30 min at room temperature. After addition of 283 mg (1 mmol) of methyl-(6-morpholin-4-yl-4-tolyl-pyridin-3-yl)-amine (as described in step f) for the preparation of Example 23), the reaction mixture was heated over night at 90° C. After cooling to room temperature, the solvent was removed in vacuo and... Reactants: NC1=CC=CC=C1 (aniline), C(CCC)C(C(=O)OCC)C(C(=O)OCC)=O (Diethyl 2-butyl-3-oxo-butanedioate). Run at temperature 75 celsius, time 3 day. Yields the product C(CCC)C(C(=O)OCC)=C(C(=O)OCC)NC1=CC=CC=C1 (Diethyl 2-butyl-3-(phenylamino)-2-butenedioate). Isolated yield 45.2%. Reaction SMILES: [NH2:1][C:2]1[CH:7]=[CH:6][CH:5]=[CH:4][CH:3]=1.[CH2:8]([CH:12]([C:18](=O)[C:19]([O:21][CH2:22][CH3:23])=[O:20])[C:13]([O:15][CH2:16][CH3:17])=[O:14])[CH2:9][CH2:10][CH3:11]>>[CH2:8]([C:12](=[C:18]([NH:1][C:2]1[CH:7]=[CH:6][CH:5]=[CH:4][CH:3]=1)[C:19]([O:21][CH2:22][CH3:23])=[O:20])[C:13]([O:15][CH2:16][CH3:17])=[O:14])[CH2:9][CH2:10][CH3:11]. Procedure: A mixture of 1 g of aniline and 2.65 g of the product of Step A and 150 mg of siliporite® NK10 was stirred for 3 days at 75° C. and the reaction mixture was cooled and chromatographed on silica eluant: hexane - ethyl acetate (9-1) to obtain 1.55 g of the expected product. The reactants are CC(=O)O, FC(F)(F)c1cccc(COCC2CCc3c(ncn3C(c3ccccc3)(c3ccccc3)c3ccccc3)C2)c1Cl, FC(F)(F)c1cccc(COCC2CCc3ncn(C(c4ccccc4)(c4ccccc4)c4ccccc4)c3C2)c1Cl, O. The product is FC(F)(F)c1cccc(COCC2CCc3[nH]cnc3C2)c1Cl. Reaction SMILES: [CH3:85][C:86](=[O:87])[OH:88].[Cl:1][c:2]1[c:3]([CH2:4][O:5][CH2:6][CH:7]2[CH2:8][c:9]3[c:10]([n:11]([C:14]([c:15]4[cH:16][cH:17][cH:18][cH:19][cH:20]4)([c:21]4[cH:22][cH:23][cH:24][cH:25][cH:26]4)[c:27]4[cH:28][cH:29][cH:30][cH:31][cH:32]4)[cH:12][n:13]3)[CH2:33][CH2:34]2)[cH:35][cH:36][cH:37][c:38]1[C:39]([F:40])([F:41])[F:42].[Cl:43][c:44]1[c:45]([C:46]([F:47])([F:48])[F:49])[cH:50][cH:51][cH:52][c:53]1[CH2:54][O:55][CH2:56][CH:57]1[CH2:58][CH2:59][c:60]2[n:61][cH:62][n:63]([C:64]([c:65]3[cH:66][cH:67][cH:68][cH:69][cH:70]3)([c:71]3[cH:72][cH:73][cH:74][cH:75][cH:76]3)[c:77]3[cH:78][cH:79][cH:80][cH:81][cH:82]3)[c:83]2[CH2:84]1.[OH2:89]>>[Cl:1][c:2]1[c:3]([CH2:4][O:5][CH2:6][CH:7]2[CH2:8][c:9]3[c:10]([nH:11][cH:12][n:13]3)[CH2:33][CH2:34]2)[cH:35][cH:36][cH:37][c:38]1[C:39]([F:40])([F:41])[F:42].